describe an organic reaction: reactants, conditions, products, and yield From a dataset of the Open Reaction Database (ORD), a public repository of structured organic reaction records. The reactants are BrCCCCCBr, CN(C(=O)OC(C)(C)C)C1CCC(O)CC1. Product: CN(C(=O)OC(C)(C)C)C1CCC(OCCCCCBr)CC1. RXN SMILES: [Br:17][CH2:18][CH2:19][CH2:20][CH2:21][CH2:22][Br:23].[C:1]([CH3:2])([CH3:3])([CH3:4])[O:5][C:6]([N:7]([CH3:8])[CH:9]1[CH2:10][CH2:11][CH:12]([OH:15])[CH2:13][CH2:14]1)=[O:16]>>[C:1]([CH3:2])([CH3:3])([CH3:4])[O:5][C:6]([N:7]([CH3:8])[CH:9]1[CH2:10][CH2:11][CH:12]([O:15][CH2:22][CH2:21][CH2:20][CH2:19][CH2:18][Br:17])[CH2:13][CH2:14]1)=[O:16]. Starting materials: [OH-].[Na+] (Sodium hydroxide), ClC=1C=C(C=NC1OC(C)C)C1=NC(=NO1)C=1C=CC(=C2C(=CNC12)CCC(=O)OCC)F (Ethyl 3-[7-(5-{5-chloro-6-[(1-methylethyl)oxy]-3-pyridinyl}-1,2,4-oxadiazol-3-yl)-4-fluoro-1H-indol-3-yl]propanoate), Cl (HCl). Solvent: C1CCOC1 (THF), O (water). Reaction conditions: temperature 90 celsius, time 1 hour. Yields the product ClC=1C=C(C=NC1OC(C)C)C1=NC(=NO1)C=1C=CC(=C2C(=CNC12)CCC(=O)O)F (3-[7-(5-{5-chloro-6-[(1-methylethyl)oxy]-3-pyridinyl}-1,2,4-oxadiazol-3-yl)-4-fluoro-1H-indol-3-yl]propanoic acid). The yield is 65.6%. Reaction SMILES: [OH-].[Na+].[Cl:3][C:4]1[CH:5]=[C:6]([C:14]2[O:18][N:17]=[C:16]([C:19]3[CH:20]=[CH:21][C:22]([F:35])=[C:23]4[C:27]=3[NH:26][CH:25]=[C:24]4[CH2:28][CH2:29][C:30]([O:32]CC)=[O:31])[N:15]=2)[CH:7]=[N:8][C:9]=1[O:10][CH:11]([CH3:13])[CH3:12].Cl>C1COCC1.O>[Cl:3][C:4]1[CH:5]=[C:6]([C:14]2[O:18][N:17]=[C:16]([C:19]3[CH:20]=[CH:21][C:22]([F:35])=[C:23]4[C:27]=3[NH:26][CH:25]=[C:24]4[CH2:28][CH2:29][C:30]([OH:32])=[O:31])[N:15]=2)[CH:7]=[N:8][C:9]=1[O:10][CH:11]([CH3:13])[CH3:12] |f:0.1|. Procedure details: Sodium hydroxide (35 mg) was added to a solution of ethyl 3-[7-(5-{5-chloro-6-[(1-methylethyl)oxy]-3-pyridinyl}-1,2,4-oxadiazol-3-yl)-4-fluoro-1H-indol-3-yl]propanoate (D48) (222 mg) in THF (3 mL) and water (3 mL). The reaction mixture was stirred at 90° C. for 1 hour. Then 0.5 M HCl was added until pH was about 6. The solvent was concentrated, and the residue was dissolved in water. The precipitated solid was purified by Mass Directed Auto Prep to afford 3-[7-(5-{5-chloro-6-[(1-methylethyl)oxy]...